Dataset: the Open Reaction Database (ORD), a public repository of structured organic reaction records. Task: describe an organic reaction: reactants, conditions, products, and yield The reactants are C(C)=O (acetaldehyde), [Na] (sodium), C(C)=O (acetaldehyde), [Na] (sodium), C(C)(=O)O[BH-](OC(C)=O)OC(C)=O.[Na+] (sodium triacetoxyborohydride), NC=1C=NC=C(C1)Br (3-amino-5-bromopyridine), C(C)(=O)O (acetic acid), C(C)=O (acetaldehyde). The solvent is ClCCl (dichloromethane), ClCCl (dichloromethane). Run at time 17.5 hour. The product is BrC=1C=C(C=NC1)N(CC)CC ((5-Bromo-pyridin-3-yl)-diethyl-amine). RXN SMILES: [NH2:1][C:2]1[CH:3]=[N:4][CH:5]=[C:6]([Br:8])[CH:7]=1.[C:9](O)(=O)[CH3:10].[CH:13](=O)[CH3:14].C(O[BH-](OC(=O)C)OC(=O)C)(=O)C.[Na+].[Na]>ClCCl>[Br:8][C:6]1[CH:7]=[C:2]([N:1]([CH2:9][CH3:10])[CH2:13][CH3:14])[CH:3]=[N:4][CH:5]=1 |f:3.4,^1:29|. Reported procedure: A solution of 3-amino-5-bromopyridine (Aldrich, Buchs, Switzerland, 400 mg, 2.31 mmol), acetic acid (0.4 ml, 6.99 mmol) and acetaldehyde (Fluka, Buchs, Switzerland, 153 mg, 3.47 mmol) in dichloromethane was stirred for 1.5 h at rt then was added sodium triacetoxyborohydride (980 mg, 4.62 mmol). The reaction mixture was stirred 17.5 h at rt then were added at 1.5 h interval acetaldehyde (153 mg, 3.47 mmol) and sodium tracetoxyborohydride (490 mg, 2.31 mmol). The RM was stirred 7 h at rt then were... As a reaction SMILES: [CH2:1]([c:2]1[cH:3][cH:4][cH:5][cH:6][cH:7]1)[N:8]1[CH2:9][CH2:10][C:11]2([O:12][CH2:13][c:14]3[c:15]2[n:16][cH:17][cH:18][cH:19]3)[CH2:20][CH2:21]1.[CH3:22][CH2:23][OH:24]>>[NH:8]1[CH2:9][CH2:10][C:11]2([O:12][CH2:13][c:14]3[c:15]2[n:16][cH:17][cH:18][cH:19]3)[CH2:20][CH2:21]1. Starting materials: c1ccc(CN2CCC3(CC2)OCc2cccnc23)cc1, CCO. Product: c1cnc2c(c1)COC21CCNCC1. Starting materials: COC=1C=C(C(=O)NC2=CC(=C(OCCNC(OC(Cl)(Cl)Cl)=O)C=C2)C2=CC=NN2C)C=CC1 (Trichloromethyl 2-(4-(3-methoxybenzamido)-2-(1-methyl-1H-pyrazol-5-yl)phenoxy)ethylcarbamate), [N+](=O)([O-])C1=CC=C(C=C1)O (4-nitrophenol), [O-2].[Mg+2] (magnesium oxide). The solvent is C(C)(=O)OCC (ethyl acetate). Run at temperature 22 celsius, time 3 hour. Product: [N+](=O)([O-])C1=CC=C(C=C1)OC(NCCOC1=C(C=C(C=C1)NC(C1=CC(=CC=C1)OC)=O)C=1N(N=CC1)C)=O ({2-[4-(3-Methoxy-benzoylamino)-2-(2-methyl-2H-pyrazol-3-yl)-phenoxy]-ethyl}-carbamic acid 4-nitro-phenyl ester). Yield: 39.1%. As a reaction SMILES: [CH3:1][O:2][C:3]1[CH:4]=[C:5]([CH:32]=[CH:33][CH:34]=1)[C:6]([NH:8][C:9]1[CH:25]=[CH:24][C:12]([O:13][CH2:14][CH2:15][NH:16][C:17](=[O:23])[O:18][C:19](Cl)(Cl)Cl)=[C:11]([C:26]2[N:30]([CH3:31])[N:29]=[CH:28][CH:27]=2)[CH:10]=1)=[O:7].[N+:35]([C:38]1[CH:43]=[CH:42]C(O)=[CH:40][CH:39]=1)([O-:37])=[O:36].[O-2].[Mg+2]>C(OCC)(=O)C>[N+:35]([C:38]1[CH:43]=[CH:42][C:19]([O:18][C:17](=[O:23])[NH:16][CH2:15][CH2:14][O:13][C:12]2[CH:24]=[CH:25][C:9]([NH:8][C:6](=[O:7])[C:5]3[CH:32]=[CH:33][CH:34]=[C:3]([O:2][CH3:1])[CH:4]=3)=[CH:10][C:11]=2[C:26]2[N:30]([CH3:31])[N:29]=[CH:28][CH:27]=2)=[CH:40][CH:39]=1)([O-:37])=[O:36] |f:2.3|. Reported procedure: Trichloromethyl 2-(4-(3-methoxybenzamido)-2-(1-methyl-1H-pyrazol-5-yl)phenoxy)ethylcarbamate (50.0 g, 94.74 mmol), 4-nitrophenol (14.50 g, 1.1 eq) and magnesium oxide (1.067 mL, 1.0 eq) were taken up in 2 mL of ethyl acetate in a round bottomed flask and stirred at 22° C. for 3 hr. The magnesium oxide was filtered off. The solvent was then evaporated and it was purified by HPLC. The proper fractions were collected and lyophilized to afford the title compound as a white solid in 39.1% yield. LCMS... Yields the product [N+](=O)([O-])C=1C=C(C=CC1)N1C(N(C(C2=CC=CC=C12)=O)C)=O (1-(m-nitrophenyl)-3-methylquinazoline-2,4(1H, 3H)-dione). The solvent is O (water). The reactants are [N+](=O)([O-])C=1C=C(C=CC1)N1C(NC(C2=CC=CC=C12)=O)=O (1-(m-nitrophenyl)quinazoline-2,4(1H, 3H)-dione), CN(C=O)C (dimethylformamide), P(=O)(OC)(OC)OC (trimethyl phosphate). Reaction SMILES: [N+:1]([C:4]1[CH:5]=[C:6]([N:10]2[C:19]3[C:14](=[CH:15][CH:16]=[CH:17][CH:18]=3)[C:13](=[O:20])[NH:12][C:11]2=[O:21])[CH:7]=[CH:8][CH:9]=1)([O-:3])=[O:2].[CH3:22]N(C)C=O.P(OC)(OC)(OC)=O>O>[N+:1]([C:4]1[CH:5]=[C:6]([N:10]2[C:19]3[C:14](=[CH:15][CH:16]=[CH:17][CH:18]=3)[C:13](=[O:20])[N:12]([CH3:22])[C:11]2=[O:21])[CH:7]=[CH:8][CH:9]=1)([O-:3])=[O:2]. Procedure details: To a solution of 2.8 g of 1-(m-nitrophenyl)quinazoline-2,4(1H, 3H)-dione and 20 ml of dimethylformamide was added 4.2 g of trimethyl phosphate and the whole was refluxed for 5 hours. After the reaction was complete, the solvent was distilled off from the reaction mixture under reduced pressure. To the residue thus obtained was added water to precipitate a crude product. This product was recrystallized from methanol to yield 2.4 g of 1-(m-nitrophenyl)-3-methylquinazoline-2,4(1H, 3H)-dione as colo... The reactants are BrC1=CC=C(CC2=CC(=NN2C2CCCCC2)C2=CC=C(C=C2)OC(F)(F)F)C=C1 (5-(4-bromobenzyl)-1-cyclohexyl-3-[4-(trifluoromethoxy)phenyl]-1H-pyrazole), CN(C)C=O (DMF). The reagents and catalysts are [C-]#N.[Zn+2].[C-]#N (zinc cyanide), C=1C=CC(=CC1)[P](C=2C=CC=CC2)(C=3C=CC=CC3)[Pd]([P](C=4C=CC=CC4)(C=5C=CC=CC5)C=6C=CC=CC6)([P](C=7C=CC=CC7)(C=8C=CC=CC8)C=9C=CC=CC9)[P](C=1C=CC=CC1)(C=1C=CC=CC1)C=1C=CC=CC1 (tetrakis(triphenylphosphine)palladium(0)). Run at temperature 80 celsius. Yields the product C1(CCCCC1)N1N=C(C=C1CC1=CC=C(C#N)C=C1)C1=CC=C(C=C1)OC(F)(F)F (4-({1-Cyclohexyl-3-[4-(trifluoromethoxy)phenyl]-1H-pyrazol-5-yl}methyl)benzonitrile). RXN SMILES: Br[C:2]1[CH:30]=[CH:29][C:5]([CH2:6][C:7]2[N:11]([CH:12]3[CH2:17][CH2:16][CH2:15][CH2:14][CH2:13]3)[N:10]=[C:9]([C:18]3[CH:23]=[CH:22][C:21]([O:24][C:25]([F:28])([F:27])[F:26])=[CH:20][CH:19]=3)[CH:8]=2)=[CH:4][CH:3]=1.[CH3:31][N:32](C=O)C>[C-]#N.[Zn+2].[C-]#N.C1C=CC([P]([Pd]([P](C2C=CC=CC=2)(C2C=CC=CC=2)C2C=CC=CC=2)([P](C2C=CC=CC=2)(C2C=CC=CC=2)C2C=CC=CC=2)[P](C2C=CC=CC=2)(C2C=CC=CC=2)C2C=CC=CC=2)(C2C=CC=CC=2)C2C=CC=CC=2)=CC=1>[CH:12]1([N:11]2[C:7]([CH2:6][C:5]3[CH:29]=[CH:30][C:2]([C:31]#[N:32])=[CH:3][CH:4]=3)=[CH:8][C:9]([C:18]3[CH:23]=[CH:22][C:21]([O:24][C:25]([F:28])([F:27])[F:26])=[CH:20][CH:19]=3)=[N:10]2)[CH2:17][CH2:16][CH2:15][CH2:14][CH2:13]1 |f:2.3.4,^1:44,46,65,84|. Procedure details: A mixture of 651 mg 5-(4-bromobenzyl)-1-cyclohexyl-3-[4-(trifluoromethoxy)phenyl]-1H-pyrazole from Step C Example 11, 95.7 mg zinc cyanide, 62.9 mg tetrakis(triphenylphosphine)palladium(0) in 2.5 mL DMF was heated under nitrogen in 80° C. oil bath for 24 hours. Evaporate most of DMF. The residue was purified on silica gel using 1 and 3% MeCN in methylene chloride to give the title compound as a yellow foam. 1H NMR (CDCl3, 600 MHz) δ 7.78˜7.81 (m, 2H), 7.63 (d, J=8.3 Hz, 2H), 7.33 (d, J=8.2 Hz, 2... Starting materials: CCBr, OC12CCC[N+](Cc3ccccc3)(CC1)C2, [Cl-], [H-], [Na+], CN(C)C=O. Yields the product CCOC12CCC[N+](Cc3ccccc3)(CC1)C2, [Cl-]. RXN SMILES: [Br:20][CH2:21][CH3:22].[CH2:2]([c:3]1[cH:4][cH:5][cH:6][cH:7][cH:8]1)[N+:9]12[CH2:10][CH2:11][CH2:12][C:13]([OH:17])([CH2:14][CH2:15]1)[CH2:16]2.[Cl-:1].[H-:18].[Na+:19].[O:23]=[CH:24][N:25]([CH3:26])[CH3:27]>>[CH2:2]([c:3]1[cH:4][cH:5][cH:6][cH:7][cH:8]1)[N+:9]12[CH2:10][CH2:11][CH2:12][C:13]([O:17][CH2:21][CH3:22])([CH2:14][CH2:15]1)[CH2:16]2.[Cl-:1]. The reactants are CCc1cc(-c2ncc(-c3cc(C)nc(CC(C)C)c3)o2)cc(C)c1OCc1ccccc1, C1CCOC1, CCO. Yields the product CCc1cc(-c2ncc(-c3cc(C)nc(CC(C)C)c3)o2)cc(C)c1O. As a reaction SMILES: [CH2:1]([c:2]1[cH:3][cH:4][cH:5][cH:6][cH:7]1)[O:8][c:9]1[c:10]([CH2:32][CH3:33])[cH:11][c:12](-[c:16]2[o:17][c:18](-[c:21]3[cH:22][c:23]([CH2:28][CH:29]([CH3:30])[CH3:31])[n:24][c:25]([CH3:27])[cH:26]3)[cH:19][n:20]2)[cH:13][c:14]1[CH3:15].[CH2:34]1[O:35][CH2:36][CH2:37][CH2:38]1.[CH3:39][CH2:40][OH:41]>>[OH:8][c:9]1[c:10]([CH2:32][CH3:33])[cH:11][c:12](-[c:16]2[o:17][c:18](-[c:21]3[cH:22][c:23]([CH2:28][CH:29]([CH3:30])[CH3:31])[n:24][c:25]([CH3:27])[cH:26]3)[cH:19][n:20]2)[cH:13][c:14]1[CH3:15].